Dataset: the Open Reaction Database (ORD), a public repository of structured organic reaction records. Task: describe an organic reaction: reactants, conditions, products, and yield Reaction SMILES: [F:1][C:2]1[CH:7]=[CH:6][C:5]([OH:8])=[CH:4][CH:3]=1.[C:9](O)(=[O:13])/[CH:10]=[CH:11]/[CH3:12].CS(O)(=O)=O>O>[F:1][C:2]1[CH:7]=[C:6]2[C:5](=[CH:4][CH:3]=1)[O:8][CH:11]([CH3:12])[CH2:10][C:9]2=[O:13]. Conditions: temperature 92 celsius. Reported procedure: A mixture of 56.1 g (0.5 mol) 4-fluorophenol, 172 g (2 mol) crotonic acid and 1120 ml methane sulfonic acid was heated at 92° C. for 20 hours. The reaction was cooled to 0° C., poured onto 2 liters ice and 2 liters water and extracted with 3×800 ml diethyl ether. The combined organic layers were washed with 3×500 ml water, 4×500 ml 1N sodium hydroxide, 2×500 ml water and 500 ml brine, dried over magnesium sulfate and concentrated in vacuo to give 48.5 g crude solid. The latter was purified by fl... Yields the product FC=1C=C2C(CC(OC2=CC1)C)=O (6-Fluoro-2-methylchroman-4-one). Reactants: FC1=CC=C(C=C1)O (4-fluorophenol), C(\C=C\C)(=O)O (crotonic acid), CS(=O)(=O)O (methane sulfonic acid), ice. Run in O (water). The reactants are CO, Cc1cc(Cl)cc(C(=O)O)c1, O=S(Cl)Cl. Product: COC(=O)c1cc(C)cc(Cl)c1. Reaction SMILES: [CH3:16][OH:17].[Cl:1][c:2]1[cH:3][c:4]([C:5](=[O:6])[OH:7])[cH:8][c:9]([CH3:11])[cH:10]1.[S:12]([Cl:13])([Cl:14])=[O:15]>>[Cl:1][c:2]1[cH:3][c:4]([C:5]([O:6][CH3:16])=[O:7])[cH:8][c:9]([CH3:11])[cH:10]1. Reaction SMILES: [C:1]1(=[O:11])[O:6][C:4](=O)[C:3]2=[CH:7][CH:8]=[CH:9][CH:10]=[C:2]12.O[CH:13]1[C:21]2[C:16](=[CH:17][CH:18]=[CH:19][CH:20]=2)C(=O)[N:14]1CC1SC=CC=1.C(N)C1C=CC=CC=1>>[CH2:13]([N:14]1[CH:4]([OH:6])[C:3]2[C:2](=[CH:10][CH:9]=[CH:8][CH:7]=2)[C:1]1=[O:11])[C:21]1[CH:16]=[CH:17][CH:18]=[CH:19][CH:20]=1. Reported procedure: Compound 20 was prepared using the synthetic sequence in a manner analogous to the method described for the conversion of commercially available phthalic anhydride 1 to compound 12 using benzylamine instead of thiophene-2-methylamine in the first step. The product is C(C1=CC=CC=C1)N1C(C2=CC=CC=C2C1O)=O (2-Benzyl-3-hydroxy-2,3-dihydro-isoindol-1-one). The reactants are C1(C=2C(C(=O)O1)=CC=CC2)=O (phthalic anhydride), OC1N(C(C2=CC=CC=C12)=O)CC=1SC=CC1 (3-Hydroxy-2-thiophen-2-ylmethyl-2,3-dihydro-isoindol-1-one), C(C1=CC=CC=C1)N (benzylamine). The product is COCN1C(CCN(C2=C1C=CC=C2)C2=C(C=CC=C2)F)=O (1-methoxymethyl-2-oxo-5-(2-fluorophenyl)-1,3,4,5-tetrahydro-2H-1,5-benzodiazepine). Reactants: [H-].[Na+] (sodium hydride), resultant mixture, O=C1CCN(C2=C(N1)C=CC=C2)C2=C(C=CC=C2)F (2-oxo-5-(2-fluorophenyl)-1,3,4,5-tetrahydro-2H-1,5-benzodiazepine), O (Water), ClCOC (Chloromethylmethyl ether). The solvent is CN(C=O)C (N,N-dimethylformamide), CN(C=O)C (N,N-dimethylformamide). Procedure: Under argon atmosphere, 60% sodium hydride (0.38 g) was suspended in N,N-dimethylformamide (5 ml), a solution of 2-oxo-5-(2-fluorophenyl)-1,3,4,5-tetrahydro-2H-1,5-benzodiazepine (1.89 g) in N,N-dimethylformamide (15 ml) was added dropwise over 15 minutes under ice-cooling, the mixture was stirred for one hour at same temperature. Chloromethylmethyl ether (0.89 g) was added thereto, the resultant mixture was stirred at room temperature for 2 hours. Water was added to the reaction mixture, extrac... RXN SMILES: [H-].[Na+].[O:3]=[C:4]1[NH:10][C:9]2[CH:11]=[CH:12][CH:13]=[CH:14][C:8]=2[N:7]([C:15]2[CH:20]=[CH:19][CH:18]=[CH:17][C:16]=2[F:21])[CH2:6][CH2:5]1.Cl[CH2:23][O:24][CH3:25].O>CN(C)C=O>[CH3:23][O:24][CH2:25][N:10]1[C:9]2[CH:11]=[CH:12][CH:13]=[CH:14][C:8]=2[N:7]([C:15]2[CH:20]=[CH:19][CH:18]=[CH:17][C:16]=2[F:21])[CH2:6][CH2:5][C:4]1=[O:3] |f:0.1|. Conditions: time 1 hour. The yield is 237.5%. The reactants are ClCCl, COc1cnc2ncc(=O)n(CCN3CCC(N(Cc4cc5c(cn4)OCCCO5)C(=O)OC(C)(C)C)CC3)c2c1, O=C(O)C(F)(F)F. Yields the product COc1cnc2ncc(=O)n(CCN3CCC(NCc4cc5c(cn4)OCCCO5)CC3)c2c1. As a reaction SMILES: [Cl:42][CH2:43][Cl:44].[O:1]1[CH2:2][CH2:3][CH2:4][O:5][c:6]2[cH:7][n:8][c:9]([CH2:12][N:13]([C:14](=[O:15])[O:16][C:17]([CH3:18])([CH3:19])[CH3:20])[CH:21]3[CH2:22][CH2:23][N:24]([CH2:27][CH2:28][n:29]4[c:30]5[c:31]([n:32][cH:33][c:34]4=[O:35])[n:36][cH:37][c:38]([O:40][CH3:41])[cH:39]5)[CH2:25][CH2:26]3)[cH:10][c:11]21.[OH:45][C:46]([C:47]([F:48])([F:49])[F:50])=[O:51]>>[O:1]1[CH2:2][CH2:3][CH2:4][O:5][c:6]2[cH:7][n:8][c:9]([CH2:12][NH:13][CH:21]3[CH2:22][CH2:23][N:24]([CH2:27][CH2:28][n:29]4[c:30]5[c:31]([n:32][cH:33][c:34]4=[O:35])[n:36][cH:37][c:38]([O:40][CH3:41])[cH:39]5)[CH2:25][CH2:26]3)[cH:10][c:11]21. Starting materials: CO, COC(=O)c1ncc(NC2CCN(c3nc(N)c4cc(OC)c(OC)cc4n3)CC2)nc1N, [K+], [OH-], O. Yields the product COc1cc2nc(N3CCC(Nc4cnc(C(=O)O)c(N)n4)CC3)nc(N)c2cc1OC. RXN SMILES: [CH3:36][OH:37].[CH3:3][O:4][C:5](=[O:6])[c:7]1[n:8][cH:9][c:10]([NH:14][CH:15]2[CH2:16][CH2:17][N:18]([c:21]3[n:22][c:23]4[cH:24][c:25]([O:34][CH3:35])[c:26]([O:32][CH3:33])[cH:27][c:28]4[c:29]([NH2:31])[n:30]3)[CH2:19][CH2:20]2)[n:11][c:12]1[NH2:13].[K+:2].[OH-:1].[OH2:38]>>[O:4]=[C:5]([OH:6])[c:7]1[n:8][cH:9][c:10]([NH:14][CH:15]2[CH2:16][CH2:17][N:18]([c:21]3[n:22][c:23]4[cH:24][c:25]([O:34][CH3:35])[c:26]([O:32][CH3:33])[cH:27][c:28]4[c:29]([NH2:31])[n:30]3)[CH2:19][CH2:20]2)[n:11][c:12]1[NH2:13]. Starting materials: [Li]CCCC (n-BuLi), II (I2), C1CCOC1 (THF), COC1=NC=CC=C1 (2-methoxypyridine), [Li]C(C)(C)C (t-BuLi), C1CCOC1 (THF), CN(CCN(C=N)C)C (N-(2-dimethylaminoethyl)-N-methylformamidine). Reaction conditions: temperature -78 celsius, time 0.5 hour. Product: IC1=CC=NC(=C1C=O)OC (4-iodo-2-methoxynicotinaldehyde). The yield is 23.0%. Reaction SMILES: [CH3:1][O:2][C:3]1[CH:8]=[CH:7][CH:6]=[CH:5][N:4]=1.[Li]C(C)(C)C.CN(C)CCN(C)C=N.[Li]CCCC.[I:28]I.C1[CH2:34][O:33]CC1>>[I:28][C:7]1[C:8]([CH:34]=[O:33])=[C:3]([O:2][CH3:1])[N:4]=[CH:5][CH:6]=1. Procedure: A −78° C. solution of 2-methoxypyridine (40 g, 0.37 mol) in THF (1 L) was treated with t-BuLi (163 mL, 0.41 mol), stirred at −78° C. for 0.5 h, treated with N-(2-dimethylaminoethyl)-N-methylformamidine (52.9 g, 0.41 mol) over 10 min, stirred at −78° C. for another 0.5 h, then warmed to −20° C. for 45 minutes. The mixture was cooled to −40° C., treated with n-BuLi (289 mL, 0.46 mol), stirred at −40° C. for 1.5 h, then cooled to −78° C. The cold mixture was added via syringe to a solution of I2 (1...